The task is: describe an organic reaction: reactants, conditions, products, and yield. This data is from the Open Reaction Database (ORD), a public repository of structured organic reaction records. Starting materials: COC(CC(=O)C)=O (acetoacetic acid methyl ester), COC(CC#N)=O (cyanoacetic acid methyl ester), C(C)N (ethylamine), S(O)(O)(=O)=O (sulphuric acid). The solvent is O (water). Run at temperature 100 celsius, time 1 hour. The product is 153, C(C)N1C(C(=C(C=C1O)C)C#N)=O (1-ethyl-3-cyano-4-methyl-6-hydroxypyrid-2-one). The yield is 85.9%. RXN SMILES: CO[C:3](=[O:7])[CH2:4][C:5]#[N:6].[CH2:8]([NH2:10])[CH3:9].C[O:12][C:13](=O)[CH2:14][C:15]([CH3:17])=O.S(=O)(=O)(O)O>O>[CH2:8]([N:10]1[C:13]([OH:12])=[CH:14][C:15]([CH3:17])=[C:4]([C:5]#[N:6])[C:3]1=[O:7])[CH3:9]. Procedure: 99 parts of cyanoacetic acid methyl ester are added at 5°-15° C. to 184.4 parts of a 49.4% strength aqueous solution of ethylamine, while stirring, stirring is continued for one hour, 133.5 parts of acetoacetic acid methyl ester are added and the mixture is heated at 100° C. for 5 hours in an autoclave, a pressure of 10.5 bars being generated. The reaction solution is then diluted with 600 parts of water and acidified with 74 parts of 61% strength sulphuric acid. The precipitated product is filt... Reactants: cuprous bromide, [Br-].[Na+] (sodium bromide), Br (hydrobromic acid), N(=O)[O-].[Na+] (sodium nitrite), COC1=CC=C(C=C1)N1N=C(C=C1C1=CC=C(C=C1)SC)N (1-(4-methoxyphenyl)-5-[4-(methylthio)phenyl]pyrazol-3-amine), S(O)(O)(=O)=O (sulfuric acid). Run in O (water), O (water), O (water), C(C)#N (acetonitrile). Reaction conditions: time 1 hour. Yields the product BrC1=NN(C(=C1)C1=CC=C(C=C1)SC)C1=CC=C(C=C1)OC (3-bromo-1-(4-methoxyphenyl)-5-[4-(methylthio)phenyl]pyrazole). Isolated yield 25.7%. Reaction SMILES: N([O-])=O.[Na+].[CH3:5][O:6][C:7]1[CH:12]=[CH:11][C:10]([N:13]2[C:17]([C:18]3[CH:23]=[CH:22][C:21]([S:24][CH3:25])=[CH:20][CH:19]=3)=[CH:16][C:15](N)=[N:14]2)=[CH:9][CH:8]=1.S(=O)(=O)(O)O.[Br-:32].[Na+].Br>O.C(#N)C>[Br:32][C:15]1[CH:16]=[C:17]([C:18]2[CH:23]=[CH:22][C:21]([S:24][CH3:25])=[CH:20][CH:19]=2)[N:13]([C:10]2[CH:11]=[CH:12][C:7]([O:6][CH3:5])=[CH:8][CH:9]=2)[N:14]=1 |f:0.1,4.5|. Procedure details: A solution of sodium nitrite (492 mg) in water (0.6 ml) was added dropwise to a mixture of 1-(4-methoxyphenyl)-5-[4-(methylthio)phenyl]pyrazol-3-amine (2 g) and sulfuric acid (1.2 ml) in water (3 ml) and acetonitrile (6 ml) at 5° C., and the mixture was stirred at the same temperature for 1 hour. The mixture was added portionwise to a mixture of cuprous bromide (1.25 g), sodium bromide (1.2 g) and hydrobromic acid (3.3 ml) in water (6 ml) at 70° to 80° C. during a period of 15 minutes, and the r... The reactants are COCOC1=CC2=CC[C@H]3[C@@H]4CC[C@@H]([C@@]4(C)CC[C@@H]3[C@H]2C=C1OCC)OCOC (3,17β-Bis(methoxymethoxy)-2-ethoxyestra-1,3,5-triene), Cl (HCl). Solvent: [Cl-].[Na+].O (brine), C1CCOC1 (THF). Reaction conditions: time 6 hour. Product: C(C)OC=1C(=CC=2CC[C@H]3[C@@H]4CC[C@@H]([C@@]4(C)CC[C@@H]3C2C1)O)O (2-Ethoxyestra-1,3,5(10)-triene-3.17β-diol). Isolated yield 86.3%. RXN SMILES: COC[O:4][C:5]1[C:22]([O:23][CH2:24][CH3:25])=[CH:21][C@H:20]2[C:7](=[CH:8][CH2:9][C@@H:10]3[C@@H:19]2[CH2:18][CH2:17][C@@:15]2([CH3:16])[C@H:11]3[CH2:12][CH2:13][C@@H:14]2[O:26]COC)[CH:6]=1.Cl>C1COCC1.[Cl-].[Na+].O>[CH2:24]([O:23][C:22]1[C:5]([OH:4])=[CH:6][C:7]2[CH2:8][CH2:9][C@@H:10]3[C@@H:19]([C:20]=2[CH:21]=1)[CH2:18][CH2:17][C@@:15]1([CH3:16])[C@H:11]3[CH2:12][CH2:13][C@@H:14]1[OH:26])[CH3:25] |f:3.4.5|. Procedure details: To a solution of 2 (6.0 g, 14.8 mmol) in THF (100 ml) was added 6 N HCl (100 ml) at room temperature and the resulting solution was stirred at room temperature for 6 hr. The reaction mixture was poured into brine (200 ml) and the products were extracted with ethyl acetate (3×100 ml). The ethyl acetate layers were washed with saturated sodium bicarbonate (100 ml) and brine (100 ml), combined and dried over sodium sulfate, and evaporated to dryness. Chromatography of the residue (silica gel 230-40... The reactants are CC(=O)OC(C)=O, O=C([O-])O, ClCCl, Cl, CCOC(=O)CNc1ccc(N)cc1, [Na+], O. Yields the product CCOC(=O)CNc1ccc(NC(C)=O)cc1. Reaction SMILES: [C:16]([CH3:17])(=[O:18])[O:19][C:20](=[O:21])[CH3:22].[C:23](=[O:24])([O-:25])[OH:26].[Cl:28][CH2:29][Cl:30].[ClH:1].[NH2:2][c:3]1[cH:4][cH:5][c:6]([NH:9][CH2:10][C:11](=[O:12])[O:13][CH2:14][CH3:15])[cH:7][cH:8]1.[Na+:27].[OH2:31]>>[NH:2]([c:3]1[cH:4][cH:5][c:6]([NH:9][CH2:10][C:11](=[O:12])[O:13][CH2:14][CH3:15])[cH:7][cH:8]1)[C:16]([CH3:17])=[O:18]. Product: ClCC1=NC=CC=C1C (2-chloromethyl-3-methyl pyridine). Solvent: C1CCCCC1 (cyclohexane). Yield: 107.2%. Reactants: CC1=NC=CC=C1C (2,3-dimethyl-pyridine), ClN1C(N(C(N(C1=O)Cl)=O)Cl)=O (trichloroisocyanuric acid), O (water), [OH-].[K+] (potassium hydroxide). As a reaction SMILES: [CH3:1][C:2]1[C:7]([CH3:8])=[CH:6][CH:5]=[CH:4][N:3]=1.[Cl:9]N1C(=O)N(Cl)C(=O)N(Cl)C1=O.O.[OH-].[K+]>C1CCCCC1.C(N)(=O)C1C=CC=CC=1>[Cl:9][CH2:1][C:2]1[C:7]([CH3:8])=[CH:6][CH:5]=[CH:4][N:3]=1 |f:3.4|. Reaction conditions: time 7 hour. Reagents/catalysts: C(C1=CC=CC=C1)(=O)N (benzamide). Procedure: A mixture of 107.16 g (1 mole) of 2,3-dimethyl-pyridine and 5 g of benzamide in 400 ml of cyclohexane was heated to reflux while adding over 4 hours 130 g (0.56 mole) of trichloroisocyanuric acid (min. 90% available chlorine) in portions and the mixture was stirred for another 7 hours at reflux and then cooled. Under agitation mix with 500 ml of water and 150 ml of 50% potassium hydroxide were added with stirring to obtain a solution. The decanted organic phases were dried over MgSO4 and evapora... Reaction conditions: temperature 60 celsius, time 15 hour. Reaction SMILES: [CH2:1]([O:8][C:9]1[C:10]([CH3:17])=[C:11]([CH:14]=[CH:15][CH:16]=1)[CH:12]=O)[C:2]1[CH:7]=[CH:6][CH:5]=[CH:4][CH:3]=1.C1(P(=[CH:37][C:38]([O:40][CH2:41][CH3:42])=[O:39])(C2C=CC=CC=2)C2C=CC=CC=2)C=CC=CC=1>C1(C)C=CC=CC=1>[CH2:1]([O:8][C:9]1[C:10]([CH3:17])=[C:11]([CH:12]=[CH:37][C:38]([O:40][CH2:41][CH3:42])=[O:39])[CH:14]=[CH:15][CH:16]=1)[C:2]1[CH:7]=[CH:6][CH:5]=[CH:4][CH:3]=1. The yield is 46.6%. Starting materials: C(C1=CC=CC=C1)OC=1C(=C(C=O)C=CC1)C (3-(benzyloxy)-2-methylbenzaldehyde), C1(=CC=CC=C1)P(C1=CC=CC=C1)(C1=CC=CC=C1)=CC(=O)OCC (ethyl (triphenylphosphoranylidene)acetate). Procedure: To a solution of 3-(benzyloxy)-2-methylbenzaldehyde (200 mg) in toluene (20 mL) was added ethyl (triphenylphosphoranylidene)acetate (303 mg), and the mixture was stirred at 60° C. for 15 hr. The reaction mixture was concentrated, and diethyl ether was added. The insoluble material was filtered off, and the filtrate was concentrated. The residue was purified by silica gel column chromatography (ethyl acetate/hexane) to give the title compound (120 mg) as a yellow oil. Run in C1(=CC=CC=C1)C (toluene). Product: C(C1=CC=CC=C1)OC=1C(=C(C=CC1)C=CC(=O)OCC)C (ethyl 3-(3-(benzyloxy)-2-methylphenyl)acrylate).